This data is from the Open Reaction Database (ORD), a public repository of structured organic reaction records. The task is: describe an organic reaction: reactants, conditions, products, and yield Reactants: Cl (hydrochloric acid), Cl.N12CC(C(CC1)CC2)CC(=O)OC2=C(C(=C(C(=C2F)F)F)F)F (pentafluorophenyl (1-azabicyclo[2.2.2]oct-3-yl)acetate hydrochloride), C([O-])([O-])=O (carbonate), BrC1=CC2=C(C=C(S2)N)C=C1 (6-bromo-1-benzothiophene-2-amine). Run in C(C)#N (acetonitrile), CN(C)C=O (DMF). Conditions: time 8 hour. Product: Cl.C12CN(C(CC1)CC2)CC(=O)NC=2SC1=C(C2)C=CC(=C1)Br (2-(3-Azabicyclo[2.2.2]oct-3-yl)-N-(6-bromo-1-benzothien-2-yl)acetamide hydrochloride). Reaction SMILES: [ClH:1].[N:2]12[CH2:9][CH2:8][CH:5]([CH2:6][CH2:7]1)[CH:4]([CH2:10][C:11](OC1C(F)=C(F)C(F)=C(F)C=1F)=O)[CH2:3]2.[Br:25][C:26]1[CH:35]=[CH:34][C:29]2[CH:30]=[C:31]([NH2:33])[S:32][C:28]=2[CH:27]=1.C(=O)([O-])[O-:37].Cl>CN(C=O)C.C(#N)C>[ClH:1].[CH:4]12[CH2:5][CH2:8][CH:9]([CH2:11][CH2:10]1)[N:2]([CH2:7][C:6]([NH:33][C:31]1[S:32][C:28]3[CH:27]=[C:26]([Br:25])[CH:35]=[CH:34][C:29]=3[CH:30]=1)=[O:37])[CH2:3]2 |f:0.1,7.8|. Procedure details: 89.2 mg (0.24 mmol) of pentafluorophenyl (1-azabicyclo[2.2.2]oct-3-yl)acetate hydrochloride are dissolved in 1 ml of DMF, mixed with 71.2 mg (0.31 mmol) of 6-bromo-1-benzothiophene-2-amine and stirred at room temperature overnight. 1 g of MP-carbonate (polymer-bound carbonate, capacity: 2.5-3.5 mmol/g; from Argonaut Technologies, USA) is added. After 3 h, the polystyrene resin is filtered off and washed with THF. The combined filtrates are concentrated in vacuo, and the crude product is purified... Starting materials: CC(C)(C)[Si](C)(C)Oc1ccc(C2CCC(=O)CC2)c(O[Si](C)(C)C(C)(C)C)c1, ClCCCl, NCc1ccccc1, [Na+], [OH-]. Yields the product CC(C)(C)[Si](C)(C)Oc1ccc(C2CCC(NCc3ccccc3)CC2)c(O[Si](C)(C)C(C)(C)C)c1. Reaction SMILES: [C:1]([CH3:2])([CH3:3])([CH3:4])[Si:5]([O:6][c:7]1[c:8]([CH:21]2[CH2:22][CH2:23][C:24](=[O:27])[CH2:25][CH2:26]2)[cH:9][cH:10][c:11]([O:13][Si:14]([CH3:15])([CH3:16])[C:17]([CH3:18])([CH3:19])[CH3:20])[cH:12]1)([CH3:28])[CH3:29].[Cl:40][CH2:41][CH2:42][Cl:43].[NH2:30][CH2:31][c:32]1[cH:33][cH:34][cH:35][cH:36][cH:37]1.[Na+:39].[OH-:38]>>[C:1]([CH3:2])([CH3:3])([CH3:4])[Si:5]([O:6][c:7]1[c:8]([CH:21]2[CH2:22][CH2:23][CH:24]([NH:30][CH2:31][c:32]3[cH:33][cH:34][cH:35][cH:36][cH:37]3)[CH2:25][CH2:26]2)[cH:9][cH:10][c:11]([O:13][Si:14]([CH3:15])([CH3:16])[C:17]([CH3:18])([CH3:19])[CH3:20])[cH:12]1)([CH3:28])[CH3:29]. The reactants are O=C([O-])[O-], CCCCc1nc(C)[nH]c(=O)c1Cc1ccc(-c2ccccc2C#N)cc1, CN(C)C=O, CCOC(C)=O, ClCc1csc(-c2ccccn2)n1, [K+], [K+]. The product is CCCCc1nc(C)n(Cc2csc(-c3ccccn3)n2)c(=O)c1Cc1ccc(-c2ccccc2C#N)cc1. RXN SMILES: [C:28](=[O:29])([O-:30])[O-:31].[CH2:1]([CH2:2][CH2:3][CH3:4])[c:5]1[n:6][c:7]([CH3:27])[nH:8][c:9](=[O:26])[c:10]1[CH2:11][c:12]1[cH:13][cH:14][c:15](-[c:18]2[c:19]([C:24]#[N:25])[cH:20][cH:21][cH:22][cH:23]2)[cH:16][cH:17]1.[CH3:47][N:48]([CH3:49])[CH:50]=[O:51].[CH3:52][CH2:53][O:54][C:55](=[O:56])[CH3:57].[Cl:34][CH2:35][c:36]1[n:37][c:38](-[c:41]2[n:42][cH:43][cH:44][cH:45][cH:46]2)[s:39][cH:40]1.[K+:32].[K+:33]>>[CH2:1]([CH2:2][CH2:3][CH3:4])[c:5]1[n:6][c:7]([CH3:27])[n:8]([CH2:35][c:36]2[n:37][c:38](-[c:41]3[n:42][cH:43][cH:44][cH:45][cH:46]3)[s:39][cH:40]2)[c:9](=[O:26])[c:10]1[CH2:11][c:12]1[cH:13][cH:14][c:15](-[c:18]2[c:19]([C:24]#[N:25])[cH:20][cH:21][cH:22][cH:23]2)[cH:16][cH:17]1. Product: Cl.Cl.NC1=CC=C(C(=O)N2CCC3(NC4=CC=CC=C4C(=N3)N)CC2)C=C1 (1-(4-Aminobenzoyl)spiro[piperidine-4,2'(1'H)-quinazoline]-4'-amine dihydrochloride). The solvent is C(C)O (ethanol). As a reaction SMILES: [ClH:1].[N+:2]([C:5]1[CH:28]=[CH:27][C:8]([C:9]([N:11]2[CH2:26][CH2:25][C:14]3([N:23]=[C:22]([NH2:24])[C:21]4[C:16](=[CH:17][CH:18]=[CH:19][CH:20]=4)[NH:15]3)[CH2:13][CH2:12]2)=[O:10])=[CH:7][CH:6]=1)([O-])=O.[H][H]>[Pd].C(O)C>[ClH:1].[ClH:1].[NH2:2][C:5]1[CH:6]=[CH:7][C:8]([C:9]([N:11]2[CH2:26][CH2:25][C:14]3([N:23]=[C:22]([NH2:24])[C:21]4[C:16](=[CH:17][CH:18]=[CH:19][CH:20]=4)[NH:15]3)[CH2:13][CH2:12]2)=[O:10])=[CH:27][CH:28]=1 |f:0.1,5.6.7|. Procedure: A suspension of 1-(4-Nitrobenzoyl)spiro[piperidine-4,2'(1'H)-quinazoline]4'-amine hydrochloride (Example 57)(181 mg, 0.45 mnmol) and 10% palladium on charcoal (18 mg, 10 mol%) in ethanol (20 ml) was stirred under 3 atrmospheres pressure of hydrogen for 20 h. The mixture was filtered and concentrated in vacuo. Purification by RP-HPLC eluting is with trifluoroacetic acid/water/methanol (1:90:10, increasing the gradient to 1:5:95) gave a yellow foam, MS (+FAB) 336 ([M+H]+), 1H NMR (d6 -DMSO) 10.64 ... Reagents/catalysts: [Pd] (palladium on charcoal). The reactants are Cl.[N+](=O)([O-])C1=CC=C(C(=O)N2CCC3(NC4=CC=CC=C4C(=N3)N)CC2)C=C1 (1-(4-Nitrobenzoyl)spiro[piperidine-4,2'(1'H)-quinazoline]4'-amine hydrochloride), [H][H] (hydrogen).